This data is from the Open Reaction Database (ORD), a public repository of structured organic reaction records. The task is: describe an organic reaction: reactants, conditions, products, and yield The reactants are BrC1=CC=C(C(C2=CC(=CC=C2)O[Si](C)(C)C(C)(C)C)N2[C@H](CN[C@@H](C2)C)C)C=C1 ((±)-trans-1-(4-bromo-α-(3-(tert-butyldimethylsilyloxy)phenyl)benzyl)-2,5-dimethylpiperazine), C(C=C)Br (allyl bromide), C([O-])([O-])=O.[Na+].[Na+] (sodium carbonate). Run in O1CCCC1 (tetrahydrofuran). The product is C(C=C)N1[C@H](CN([C@@H](C1)C)C(C1=CC=C(C=C1)Br)C1=CC(=CC=C1)O[Si](C)(C)C(C)(C)C)C ((±)-trans-1-allyl-4-(4-bromo-α-(3-(tert-butyldimethylsilyloxy)phenyl)benzyl)-2,5-dimethylpiperazine). Isolated yield 99.5%. Reaction SMILES: [Br:1][C:2]1[CH:30]=[CH:29][C:5]([CH:6]([N:21]2[CH2:26][C@@H:25]([CH3:27])[NH:24][CH2:23][C@@H:22]2[CH3:28])[C:7]2[CH:12]=[CH:11][CH:10]=[C:9]([O:13][Si:14]([C:17]([CH3:20])([CH3:19])[CH3:18])([CH3:16])[CH3:15])[CH:8]=2)=[CH:4][CH:3]=1.[CH2:31](Br)[CH:32]=[CH2:33].C(=O)([O-])[O-].[Na+].[Na+]>O1CCCC1>[CH2:33]([N:24]1[CH2:23][C@@H:22]([CH3:28])[N:21]([CH:6]([C:7]2[CH:12]=[CH:11][CH:10]=[C:9]([O:13][Si:14]([C:17]([CH3:19])([CH3:20])[CH3:18])([CH3:16])[CH3:15])[CH:8]=2)[C:5]2[CH:4]=[CH:3][C:2]([Br:1])=[CH:30][CH:29]=2)[CH2:26][C@@H:25]1[CH3:27])[CH:32]=[CH2:31] |f:2.3.4|. Procedure details: The purified benzhydrylpiperazine (41.0 g, 83.7 mmol) was dissolved in 500 mL of dry tetrahydrofuran with 7.3 mL (84 mmol) of allyl bromide and 22 g (200 mmol) of sodium carbonate and heated at reflux overnight under nitrogen. The cooled reaction solution was filtered and the solvent removed to give 44.1 g of crude (±)-trans-1-allyl-4-(4-bromo-α-(3-(tert-butyldimethylsilyloxy)phenyl)benzyl)-2,5-dimethylpiperazine as a brown oil. NMR (200 MHz, CDCl3): δ 0.15 (s,6H) 0.95 (m,12H); 1.15 (2 overlappi... Reactants: CCOC(=O)C=C1CCCCC1, CC[N+](CC)(CC)CC, CS(C)=O, [F-], C[N+](=O)[O-], O, O. Product: CCOC(=O)CC1=CCCCC1. Reaction SMILES: [C:1]1(=[CH:7][C:8](=[O:9])[O:10][CH2:11][CH3:12])[CH2:2][CH2:3][CH2:4][CH2:5][CH2:6]1.[CH2:16]([N+:17]([CH2:18][CH3:19])([CH2:20][CH3:21])[CH2:22][CH3:23])[CH3:24].[CH3:29][S:30](=[O:31])[CH3:32].[F-:15].[N+:25]([CH3:26])([O-:27])=[O:28].[OH2:13].[OH2:14]>>[C:1]1([CH2:7][C:8](=[O:9])[O:10][CH2:11][CH3:12])=[CH:2][CH2:3][CH2:4][CH2:5][CH2:6]1. Starting materials: BrC=1C=CC=C2C=NC(=NC12)Cl (8-bromo-2-chloroquinazoline), Cl.CC1(CC1)N (1-methylcyclopropanamine hydrochloride), CCN(C(C)C)C(C)C (DIEA), BrC=1C=CC=C2C=NC(=NC12)Cl (8-bromo-2-chloroquinazoline), CN(C)C=O (DMF). Run in O1CCOCC1 (dioxane), CCOC(=O)C (EtOAc). Reaction conditions: temperature 125 celsius. Product: BrC=1C=CC=C2C=NC(=NC12)NC1(CC1)C (8-bromo-N-(1-methylcyclopropyl)quinazolin-2-amine). Isolated yield 92.9%. RXN SMILES: Cl.[CH3:2][C:3]1([NH2:6])[CH2:5][CH2:4]1.CCN(C(C)C)C(C)C.[Br:16][C:17]1[CH:18]=[CH:19][CH:20]=[C:21]2[C:26]=1[N:25]=[C:24](Cl)[N:23]=[CH:22]2.CN(C=O)C>O1CCOCC1.CCOC(C)=O>[Br:16][C:17]1[CH:18]=[CH:19][CH:20]=[C:21]2[C:26]=1[N:25]=[C:24]([NH:6][C:3]1([CH3:2])[CH2:5][CH2:4]1)[N:23]=[CH:22]2 |f:0.1|. Procedure details: A mixture of 1-methylcyclopropanamine hydrochloride (Small Molecules Inc.; 0.32 g, 2.96 mmol), DIEA (1.37 mL, 7.89 mmol) and 8-bromo-2-chloroquinazoline (0.48 g, 1.97 mmol) in 5 mL of dioxane was heated in a microwave at 125° C. for 45 min. LCMS indicated the presence of starting material (8-bromo-2-chloroquinazoline). The reaction mixture was treated with 2 mL of DMF and heated in a microwave at 130° C. for 35 min. It was diluted with 50 mL of EtOAc, washed with 5 mL of water followed by 5 mL o... Starting materials: CN(C)C=O (DMF), ClCC1=NN=C(O1)C1=CC=C(C=C1)C1=CC(=CC=C1C)C(=O)NC1CC1 (4′-[5-(chloromethyl)-1,3,4-oxadiazol-2-yl]-N-cyclopropyl-6-methyl-1,1′-biphenyl-3-carboxamide), ClCC1=NN=C(O1)C1=CC=C(C=C1)C1=CC(=CC=C1C)C(=O)NC1CC1 (4′-[5-(chloromethyl)-1,3,4-oxadiazol-2-yl]-N-cyclopropyl-6-methyl-1,1′-biphenyl-3-carboxamide), [I-].[K+] (potassium iodide). Solvent: C1(CCCCC1)N (cyclohexylamine). The product is C1(CCCCC1)NCC1=NN=C(O1)C1=CC=C(C=C1)C1=CC(=CC=C1C)C(=O)NC1CC1 (4′-{5-[(Cyclohexylamino)methyl]-1,3,4-oxadiazol-2-yl}-N-cyclopropyl-6-methyl-1,1′-biphenyl-3-carboxamide). Reaction SMILES: Cl[CH2:2][C:3]1[O:7][C:6]([C:8]2[CH:13]=[CH:12][C:11]([C:14]3[C:19]([CH3:20])=[CH:18][CH:17]=[C:16]([C:21]([NH:23][CH:24]4[CH2:26][CH2:25]4)=[O:22])[CH:15]=3)=[CH:10][CH:9]=2)=[N:5][N:4]=1.[I-].[K+].C[N:30]([CH:32]=O)C>C1(N)CCCCC1>[CH:32]1([NH:30][CH2:2][C:3]2[O:7][C:6]([C:8]3[CH:13]=[CH:12][C:11]([C:14]4[C:19]([CH3:20])=[CH:18][CH:17]=[C:16]([C:21]([NH:23][CH:24]5[CH2:26][CH2:25]5)=[O:22])[CH:15]=4)=[CH:10][CH:9]=3)=[N:5][N:4]=2)[CH2:12][CH2:13][CH2:8][CH2:9][CH2:10]1 |f:1.2|. Procedure details: 4′-[5-(Chloromethyl)-1,3,4-oxadiazol-2-yl]-N-cyclopropyl-6-methyl-1,1′-biphenyl-3-carboxamide (Intermediate 45) (37 mg) and potassium iodide (5 mg) were mixed in cyclohexylamine (2 ml) and DMF (2 ml) and the reaction stirred at room temperature for 18 hours. The solvents were evaporated under vacuum and the residue purified by bond-elut (silica), eluting with an ethyl acetate/cyclohexane gradient. After evaporation of the solvent this gave 4′-{5-[(cyclohexylamino)methyl]-1,3,4-oxadiazol-2-yl}-N-... Starting materials: CCOC(=O)c1c[nH]c2c(OC)c(F)c(F)cc2c1=O, [K+], [K+], O=C([O-])[O-], CN(C)C=O. Yields the product CCOC(=O)c1cn(C)c2c(OC)c(F)c(F)cc2c1=O. As a reaction SMILES: [F:1][c:2]1[cH:3][c:4]2[c:5](=[O:20])[c:6]([C:15](=[O:16])[O:17][CH2:18][CH3:19])[cH:7][nH:8][c:9]2[c:10]([O:13][CH3:14])[c:11]1[F:12].[K+:21].[K+:22].[O-:23][C:24]([O-:25])=[O:26].[O:27]=[CH:28][N:29]([CH3:30])[CH3:31]>>[F:1][c:2]1[cH:3][c:4]2[c:5](=[O:20])[c:6]([C:15](=[O:16])[O:17][CH2:18][CH3:19])[cH:7][n:8]([CH3:24])[c:9]2[c:10]([O:13][CH3:14])[c:11]1[F:12]. Reactants: BrCC1OCCO1 (2-bromomethyl-1,3-dioxolane), BrCC1OCCO1 (2-Bromomethyl-1,3-dioxolane), CS(=O)(=O)C=1C=C(C=CC1)C1=CC=C(S1)CNS(=O)(=O)C1=C(C=CC=C1)C(F)(F)F (N-[5-(3-methanesulfonyl-phenyl)-thiophen-2-ylmethyl]-2-trifluoromethyl-benzenesulfonamide), C([O-])([O-])=O.[Cs+].[Cs+] (cesium carbonate), BrCC1OCCO1 (2-bromomethyl-1,3-dioxolane). The reagents and catalysts are [I-].C(CCC)[N+](CCCC)(CCCC)CCCC (tetrabutylammonium iodide), [I-].C(CCC)[N+](CCCC)(CCCC)CCCC (tetrabutylammonium iodide). The solvent is C(C)(=O)OCC (ethyl acetate), CN(C(C)=O)C (N,N-dimethylacetamide). Run at time 3 day. Yields the product O1C(OCC1)CN(S(=O)(=O)C1=C(C=CC=C1)C(F)(F)F)CC=1SC(=CC1)C1=CC(=CC=C1)S(=O)(=O)C (N-[1,3]dioxolan-2-ylmethyl-N-[5-(3-methanesulfonyl-phenyl)-thiophen-2-ylmethyl]-2-trifluoromethyl-benzenesulfonamide). Isolated yield 65.4%. Reaction SMILES: [CH3:1][S:2]([C:5]1[CH:6]=[C:7]([C:11]2[S:15][C:14]([CH2:16][NH:17][S:18]([C:21]3[CH:26]=[CH:25][CH:24]=[CH:23][C:22]=3[C:27]([F:30])([F:29])[F:28])(=[O:20])=[O:19])=[CH:13][CH:12]=2)[CH:8]=[CH:9][CH:10]=1)(=[O:4])=[O:3].C(=O)([O-])[O-].[Cs+].[Cs+].Br[CH2:38][CH:39]1[O:43][CH2:42][CH2:41][O:40]1>CN(C)C(=O)C.[I-].C([N+](CCCC)(CCCC)CCCC)CCC.C(OCC)(=O)C>[O:40]1[CH2:41][CH2:42][O:43][CH:39]1[CH2:38][N:17]([CH2:16][C:14]1[S:15][C:11]([C:7]2[CH:8]=[CH:9][CH:10]=[C:5]([S:2]([CH3:1])(=[O:3])=[O:4])[CH:6]=2)=[CH:12][CH:13]=1)[S:18]([C:21]1[CH:26]=[CH:25][CH:24]=[CH:23][C:22]=1[C:27]([F:30])([F:28])[F:29])(=[O:20])=[O:19] |f:1.2.3,6.7|. Procedure details: To a stirred solution of N-[5-(3-methanesulfonyl-phenyl)-thiophen-2-ylmethyl]-2-trifluoromethyl-benzenesulfonamide (example 27, step 1, 44 mg) in N,N-dimethylacetamide (0.8 mL) were added cesium carbonate (45 mg), 2-bromomethyl-1,3-dioxolane (23 mg) and tetrabutylammonium iodide (3 mg). The mixture was stirred for 3 days at r.t. More tetrabutylammonium iodide (3 mg) and 2-bromomethyl-1,3-dioxolane (23 mg) were added and the mixture was stirred for 18 h at r.t. and for 24 h at 50° C. 2-Bromomethy...